This data is from the Open Reaction Database (ORD), a public repository of structured organic reaction records. The task is: describe an organic reaction: reactants, conditions, products, and yield As a reaction SMILES: [Al+3:33].[C:1]([CH3:2])([CH3:3])([CH3:4])[c:5]1[c:6]([O:7][c:8]2[n:9][cH:10][cH:11][cH:12][c:13]2[NH:14][c:15]2[nH:16][c:17]3[c:18]([n:19]2)[cH:20][cH:21][c:22]([C:24](=[O:25])[O:26][CH3:27])[cH:23]3)[cH:28][cH:29][cH:30][cH:31]1.[CH2:38]1[O:39][CH2:40][CH2:41][CH2:42]1.[H-:32].[H-:35].[H-:36].[H-:37].[Li+:34]>>[C:1]([CH3:2])([CH3:3])([CH3:4])[c:5]1[c:6]([O:7][c:8]2[n:9][cH:10][cH:11][cH:12][c:13]2[NH:14][c:15]2[nH:16][c:17]3[c:18]([n:19]2)[cH:20][cH:21][c:22]([CH2:24][OH:25])[cH:23]3)[cH:28][cH:29][cH:30][cH:31]1. Reactants: [Al+3], COC(=O)c1ccc2nc(Nc3cccnc3Oc3ccccc3C(C)(C)C)[nH]c2c1, C1CCOC1, [H-], [H-], [H-], [H-], [Li+]. Yields the product CC(C)(C)c1ccccc1Oc1ncccc1Nc1nc2ccc(CO)cc2[nH]1. Reactants: CC(=O)OC(C)=O, CC(C)(C)c1csc(N2CCN(CCO)CC2)n1, c1ccccc1. Product: CC(=O)OCCN1CCN(c2nc(C(C)(C)C)cs2)CC1. Reaction SMILES: [CH3:19][C:20](=[O:21])[O:22][C:23](=[O:24])[CH3:25].[OH:1][CH2:2][CH2:3][N:4]1[CH2:5][CH2:6][N:7]([c:10]2[s:11][cH:12][c:13]([C:15]([CH3:16])([CH3:17])[CH3:18])[n:14]2)[CH2:8][CH2:9]1.[cH:26]1[cH:27][cH:28][cH:29][cH:30][cH:31]1>>[O:1]([CH2:2][CH2:3][N:4]1[CH2:5][CH2:6][N:7]([c:10]2[s:11][cH:12][c:13]([C:15]([CH3:16])([CH3:17])[CH3:18])[n:14]2)[CH2:8][CH2:9]1)[C:20]([CH3:19])=[O:21]. Reactants: COC1=CC2=CC[C@H]3[C@@H]4CCC([C@@]4(C)CC=C3[C@]2(CC1)C)=O (3-Methoxyandrosta-3,5,9(11)-trien-17-one), C[O-].[Na+] (sodium methoxide). The solvent is C1CCOC1 (THF). Conditions: time 1 hour. The product is COC1=CC2=CC[C@H]3[C@@H]4CC(C([C@@]4(C)CC=C3[C@]2(CC1)C)=O)=C (3-Methoxy-16-methyleneandrosta-3,5,9(11)-trien-17-one). Reaction SMILES: [CH3:1][O:2][C:3]1[CH2:20][CH2:19][C@@:18]2([CH3:21])[C:5](=[CH:6][CH2:7][C@@H:8]3[C:17]2=[CH:16][CH2:15][C@@:13]2([CH3:14])[C@H:9]3[CH2:10][CH2:11][C:12]2=[O:22])[CH:4]=1.[CH3:23][O-].[Na+]>C1COCC1>[CH3:1][O:2][C:3]1[CH2:20][CH2:19][C@@:18]2([CH3:21])[C:5](=[CH:6][CH2:7][C@@H:8]3[C:17]2=[CH:16][CH2:15][C@@:13]2([CH3:14])[C@H:9]3[CH2:10][C:11](=[CH2:23])[C:12]2=[O:22])[CH:4]=1 |f:1.2|. Procedure details: 3-Methoxyandrosta-3,5,9(11)-trien-17-one (IAa, 20 g) in THF (220 ml) was combined with dimethyloxylate (11.8 g) and sodium methoxide (25%, 18.4 ml) at 0° under nitrogen. After the reactants were combined, the ice was removed. After one hour, TLC shows the reaction has gone cleanly. Triethylamine (7.0 ml), acetic acid (1.0 ml), paraformaldehyde (3 g), and methanol (28 ml) were added and the mixture stirred overnight at 20°-25°. TLC showed the reaction had gone to completion. The reaction mixture ... Reactants: BrCC1CC1 (bromomethylcyclopropane), BrCC1CC1 (bromomethylcyclopropane), [OH-].[Na+] (sodium hydroxide), FC(OC1=C(C=C(C=O)C=C1)O)F (4-difluoromethoxy-3-hydroxybenzaldehyde), C([O-])([O-])=O.[K+].[K+] (potassium carbonate). Solvent: O1CCCC1 (tetrahydrofuran), O1CCCC1 (tetrahydrofuran). Run at temperature 0 celsius, time 7 hour. The product is C1(CC1)COC=1C=C(C=O)C=CC1OC(F)F (3-cyclopropylmethoxy-4-difluoromethoxybenzaldehyde). Isolated yield 93.5%. RXN SMILES: [F:1][CH:2]([F:13])[O:3][C:4]1[CH:11]=[CH:10][C:7]([CH:8]=[O:9])=[CH:6][C:5]=1[OH:12].C(=O)([O-])[O-].[K+].[K+].Br[CH2:21][CH:22]1[CH2:24][CH2:23]1.[OH-].[Na+]>O1CCCC1>[CH:22]1([CH2:21][O:12][C:5]2[CH:6]=[C:7]([CH:10]=[CH:11][C:4]=2[O:3][CH:2]([F:13])[F:1])[CH:8]=[O:9])[CH2:24][CH2:23]1 |f:1.2.3,5.6|. Reported procedure: A mixture of 4-difluoromethoxy-3-hydroxybenzaldehyde (10 g, 53 mmol) and potassium carbonate (44 g, 105 mmol) in tetrahydrofuran (100 mL) is cooled to 0° C. and a solution of bromomethylcyclopropane (11 mL, 116.6 mmol) in tetrahydrofuran (50 mL) is added under vigorous stirring. The reaction mixture is heated to reflux under stirring for 7 hours, then fresh bromomethylcyclopropane (5.5 mL, 58.3 mmoles) is added and heating is continued for further 7 hours. The reaction mixture is cooled to room ... The reactants are COCC(=O)N1CCC(CC1)C1=NC=CN=C1OC1=CC=C(C=C1)NC1=NC=C(C=C1)C (2-METHOXY-1-(4-(3-(4-(5-METHYLPYRIDIN-2-YLAMINO)PHENOXY)PYRAZIN-2-YL)PIPERIDIN-1-YL)ETHANONE), C(C)(C)N(CC)C(C)C (diisopropylethylamine), ClC(=O)OC (methyl chloroformate). Solvent: C(Cl)Cl (DCM). Reaction conditions: time 2 hour. Product: CC=1C=CC(=NC1)NC1=CC=C(OC=2C(=NC=CN2)C2CCN(CC2)C(=O)OC)C=C1 (METHYL 4-(3-(4-(5-METHYLPYRIDIN-2-YLAMINO)PHENOXY)PYRAZIN-2-YL)PIPERIDINE-1-CARBOXYLATE). As a reaction SMILES: COC[C:4]([N:6]1[CH2:11][CH2:10][CH:9]([C:12]2[C:17]([O:18][C:19]3[CH:24]=[CH:23][C:22]([NH:25][C:26]4[CH:31]=[CH:30][C:29]([CH3:32])=[CH:28][N:27]=4)=[CH:21][CH:20]=3)=[N:16][CH:15]=[CH:14][N:13]=2)[CH2:8][CH2:7]1)=[O:5].C(N(C(C)C)CC)(C)C.Cl[C:43](OC)=[O:44]>C(Cl)Cl>[CH3:32][C:29]1[CH:30]=[CH:31][C:26]([NH:25][C:22]2[CH:23]=[CH:24][C:19]([O:18][C:17]3[C:12]([CH:9]4[CH2:10][CH2:11][N:6]([C:4]([O:44][CH3:43])=[O:5])[CH2:7][CH2:8]4)=[N:13][CH:14]=[CH:15][N:16]=3)=[CH:20][CH:21]=2)=[N:27][CH:28]=1. Procedure details: To a stirred mixture of 5-methyl-N-(4-(3-(piperidin-4-yl)pyrazin-2-yloxy)phenyl)pyridin-2-amine (0.278 g, 0.548 mmol) (See step 3, Example 282), and diisopropylethylamine (0.502 mL, 2.88 mmol) in DCM (5 mL) was added methyl chloroformate (0.051 mL, 0.658 mmol). The reaction mixture was stirred at RT for 2 h. The reaction mixture was purified by ISCO column (40% EtOAc/Hexanes) to give the title compound. MS (ESI, pos. ion) m/z: 420.2 (M+1). IC50 (uM) 0.000107. Starting materials: [Al+3], C1CCOC1, Cc1cc(F)ccc1C(=O)[O-], [H-], [H-], [H-], [H-], [Li+], [Na+], [OH-], O. Yields the product Cc1cc(F)ccc1CO. As a reaction SMILES: [Al+3:13].[CH2:21]1[O:22][CH2:23][CH2:24][CH2:25]1.[F:1][c:2]1[cH:3][c:4]([CH3:11])[c:5]([C:6](=[O:7])[O-:8])[cH:9][cH:10]1.[H-:12].[H-:15].[H-:16].[H-:17].[Li+:14].[Na+:20].[OH-:19].[OH2:18]>>[F:1][c:2]1[cH:3][c:4]([CH3:11])[c:5]([CH2:6][OH:7])[cH:9][cH:10]1. Reactants: ClCCl, Cc1nn2ccccc2c1C(=O)C1=CNCCC1, O=C=Nc1ccc(Cl)cc1. Product: Cc1nn2ccccc2c1C(=O)C1=CN(C(=O)Nc2ccc(Cl)cc2)CCC1. As a reaction SMILES: [CH2:29]([Cl:30])[Cl:31].[CH3:1][c:2]1[n:3][n:4]2[c:5]([cH:6][cH:7][cH:8][cH:9]2)[c:10]1[C:11]([C:12]1=[CH:13][NH:14][CH2:15][CH2:16][CH2:17]1)=[O:18].[Cl:19][c:20]1[cH:21][cH:22][c:23]([N:26]=[C:27]=[O:28])[cH:24][cH:25]1>>[CH3:1][c:2]1[n:3][n:4]2[c:5]([cH:6][cH:7][cH:8][cH:9]2)[c:10]1[C:11]([C:12]1=[CH:13][N:14]([C:27]([NH:26][c:23]2[cH:22][cH:21][c:20]([Cl:19])[cH:25][cH:24]2)=[O:28])[CH2:15][CH2:16][CH2:17]1)=[O:18].